Dataset: the Open Reaction Database (ORD), a public repository of structured organic reaction records. Task: describe an organic reaction: reactants, conditions, products, and yield The reactants are BrCC=1C=C2C(=CC(=NC2=CC1)Cl)C (6-bromomethyl-2-chloro-4-methylquinoline), [OH-].[Na+] (sodium hydroxide). Solvent: C(C)(=O)OCC (ethyl acetate), CSC (dimethyl sulfide). Run at temperature 70 celsius, time 1 hour. Yields the product ClC1=NC2=CC=C(C=C2C(=C1)C)CO ((2-chloro-4-methylquinolin-6-yl)methanol). RXN SMILES: Br[CH2:2][C:3]1[CH:4]=[C:5]2[C:10](=[CH:11][CH:12]=1)[N:9]=[C:8]([Cl:13])[CH:7]=[C:6]2[CH3:14].[OH-:15].[Na+]>CSC.C(OCC)(=O)C>[Cl:13][C:8]1[CH:7]=[C:6]([CH3:14])[C:5]2[C:10](=[CH:11][CH:12]=[C:3]([CH2:2][OH:15])[CH:4]=2)[N:9]=1 |f:1.2|. Procedure: To a solution of 6-bromomethyl-2-chloro-4-methylquinoline (0.39 g) in dimethyl sulfide (5 mL) was added 1 M aqueous sodium hydroxide (5 mL) at room temperature, and the mixture was stirred at 70° C. for 1 h. After cooled to room temperature, the reaction solution was diluted with ethyl acetate. The organic layer was washed with saturated brine, the organic layer was dried with anhydrous magnesium sulfate, then the desiccant was removed by filtration, and the filtrate was concentrated under reduc... Procedure details: To a mixture containing 50 g of 5-ethyl-2-methylpyridine and 50 g of toluene was added 10 g of 8-[4-(4-phenyl-1-butoxy)benzoyl]amino-2-carbamoyl-4-oxo-4H-benzopyran, and the reaction was allowed to proceed at 60° C. for 6 hours. After completion of the reaction, 400 ml of 4N hydrochloric acid was added, and the mixture was extracted with 400 ml of toluene. The extract was washed with diluted hydrochloric acid, water and aqueous sodium hydrogencarbonate, and the organic layer was concentrated und... Reaction conditions: time 6 hour. As a reaction SMILES: C(C1C=CC(C)=NC=1)C.[C:10]1([CH2:16][CH2:17][CH2:18][CH2:19][O:20][C:21]2[CH:43]=[CH:42][C:24]([C:25]([NH:27][C:28]3[C:37]4[O:36][C:35]([C:38](=O)[NH2:39])=[CH:34][C:33](=[O:41])[C:32]=4[CH:31]=[CH:30][CH:29]=3)=[O:26])=[CH:23][CH:22]=2)[CH:15]=[CH:14][CH:13]=[CH:12][CH:11]=1.Cl>C1(C)C=CC=CC=1>[C:10]1([CH2:16][CH2:17][CH2:18][CH2:19][O:20][C:21]2[CH:22]=[CH:23][C:24]([C:25]([NH:27][C:28]3[C:37]4[O:36][C:35]([C:38]#[N:39])=[CH:34][C:33](=[O:41])[C:32]=4[CH:31]=[CH:30][CH:29]=3)=[O:26])=[CH:42][CH:43]=2)[CH:15]=[CH:14][CH:13]=[CH:12][CH:11]=1. Solvent: C1(=CC=CC=C1)C (toluene). Starting materials: C(C)C=1C=CC(=NC1)C (5-ethyl-2-methylpyridine), Cl (hydrochloric acid), C1(=CC=CC=C1)CCCCOC1=CC=C(C(=O)NC2=CC=CC=3C(C=C(OC32)C(N)=O)=O)C=C1 (8-[4-(4-phenyl-1-butoxy)benzoyl]amino-2-carbamoyl-4-oxo-4H-benzopyran). The yield is 88.0%. The product is C1(=CC=CC=C1)CCCCOC1=CC=C(C(=O)NC2=CC=CC=3C(C=C(OC32)C#N)=O)C=C1 (8-[4-(4-phenyl-1-butoxy) benzoyl]amino-2-cyano-4-oxo-4H-benzopyran), product. Starting materials: Cl (hydrochloric acid), N1CCNCC1 (piperazine), N(=[N+]=[N-])C1=C(C=C2C(C(=CN(C2=N1)C1=C(C=C(C=C1)F)F)C(=O)OCC)=O)F (ethyl 7-azido-1-(2,4-difluorophenyl)-6-fluoro-1,4-dihydro-4-oxo-1,8-naphthyridine-3-carboxylate), C(C)(=O)OCC (ethyl acetate). Procedure details: In a mixture of 4.5 ml of ethanol and 4.5 ml of N,N-dimethylformamide was dissolved 400 mg of anhydrous piperazine, and 450 mg of ethyl 7-azido-1-(2,4-difluorophenyl)-6-fluoro-1,4-dihydro-4-oxo-1,8-naphthyridine-3-carboxylate was added to the resulting solution, after which the resulting mixture was subjected to reaction at 80° C. for 1 hour. The solvent was removed by distillation under reduced pressure, and to the residue thus obtained were added 30 ml of ethyl acetate and 30 ml of water, afte... Yields the product FC1=C(C=CC(=C1)F)N1C=C(C(C2=CC(=C(N=C12)N1CCNCC1)F)=O)C(=O)OCC (ethyl 1-(2,4-difluorophenyl)-6-fluoro-1,4-dihydro-4-oxo-7-(1-piperazinyl)-1,8-naphthyridine-3-carboxylate). Reaction SMILES: [NH:1]1[CH2:6][CH2:5][NH:4][CH2:3][CH2:2]1.N([C:10]1[N:19]=[C:18]2[C:13]([C:14](=[O:33])[C:15]([C:28]([O:30][CH2:31][CH3:32])=[O:29])=[CH:16][N:17]2[C:20]2[CH:25]=[CH:24][C:23]([F:26])=[CH:22][C:21]=2[F:27])=[CH:12][C:11]=1[F:34])=[N+]=[N-].C(OCC)(=O)C.Cl>C(O)C.CN(C)C=O.C(OCC)C.O>[F:27][C:21]1[CH:22]=[C:23]([F:26])[CH:24]=[CH:25][C:20]=1[N:17]1[C:18]2[C:13](=[CH:12][C:11]([F:34])=[C:10]([N:1]3[CH2:6][CH2:5][NH:4][CH2:3][CH2:2]3)[N:19]=2)[C:14](=[O:33])[C:15]([C:28]([O:30][CH2:31][CH3:32])=[O:29])=[CH:16]1. Run in C(C)O (ethanol), CN(C=O)C (N,N-dimethylformamide), O (water), C(C)OCC (diethyl ether). Isolated yield 84.0%. Isolated yield 56.0%. Procedure: 40.4 g (0.1 moles) of methyltriphenylphosphonium iodide were suspended in 400 ml of anhydrous ether under argon gas flow. After cooling the mixture to 0° C., 90 ml (0.15 moles) of a hexane solution of n-butyl lithium were dripped. 19.6 g (0.1 moles) of 2,3-dihydro-2,3,5-trimethyl-6-(2-methyl-1-oxoethyl)-4H-pyran-4-on obtained in Example 3 were added dripwise to the mixture solution, and the mixture was agitated for 1 hour to obtain 10.1 g of 2,3-dihydro-2,3,5-trimethyl-6-(3-methyl-1-propenyl)-4H... Solvent: CCOCC (ether). The product is CC1OC(=C(C(C1C)=O)C)C=CCC (2,3-dihydro-2,3,5-trimethyl-6-(3-methyl-1-propenyl)-4H-pyran-4-one). Reactants: [I-].C[P+](C1=CC=CC=C1)(C1=CC=CC=C1)C1=CC=CC=C1 (methyltriphenylphosphonium iodide), CC=1OC(=C(C(C1C)=O)C)C(CC)(OC)OC (2,3,5-trimethyl-6-(2-methyl-1,1-dimethoxyethyl)-4H-pyran-4-one), CCCCCC (hexane), C(CCC)[Li] (n-butyl lithium). Reaction conditions: temperature 0 celsius, time 1 hour. As a reaction SMILES: [I-].C[P+](C1C=CC=CC=1)(C1C=CC=CC=1)C1C=CC=CC=1.CCCCCC.[CH2:28]([Li])[CH2:29][CH2:30][CH3:31].C[C:34]1[O:35][C:36]([C:43](OC)(OC)[CH2:44]C)=[C:37](C)[C:38](=[O:41])[C:39]=1[CH3:40]>CCOCC>[CH3:28][CH:29]1[CH:30]([CH3:31])[C:34](=[O:35])[C:39]([CH3:40])=[C:38]([CH:37]=[CH:36][CH2:43][CH3:44])[O:41]1 |f:0.1|. Reactants: Cc1ccc(C(=O)CCN(C)C)s1, CN(C)C=O, O=Cc1ccccc1, Cl, [NH4+], N#C[Na], [OH-], O. The product is Cc1ccc(C(=O)CCC(=O)c2ccccc2)s1. Reaction SMILES: [CH3:13][N:14]([CH2:15][CH2:16][C:17](=[O:18])[c:19]1[s:20][c:21]([CH3:24])[cH:22][cH:23]1)[CH3:25].[CH3:28][N:29]([CH3:30])[CH:31]=[O:32].[CH:4](=[O:5])[c:6]1[cH:7][cH:8][cH:9][cH:10][cH:11]1.[ClH:12].[NH4+:26].[Na:1][C:2]#[N:3].[OH-:27].[OH2:33]>>[C:4](=[O:5])([c:6]1[cH:7][cH:8][cH:9][cH:10][cH:11]1)[CH2:15][CH2:16][C:17](=[O:18])[c:19]1[s:20][c:21]([CH3:24])[cH:22][cH:23]1.